From a dataset of the Open Reaction Database (ORD), a public repository of structured organic reaction records. describe an organic reaction: reactants, conditions, products, and yield The reactants are COC=1C=C2CCC(CC2=CC1)=O (6-methoxy-2-tetralone), Cl.C(C1=CC=CC=C1)OC1=CC=C(N)C=C1 (4-benzyloxyaniline hydrochloride), [BH3-]C#N.[Na+] (NaBH3CN), 3A. Run in CO (MeOH). Yields the product C(C1=CC=CC=C1)OC1=CC=C(NC2CC3=CC=C(C=C3CC2)OC)C=C1 (4-Benzyloxy-N(1,2,3,4-tetrahydro-6-methoxy-2-naphthalenyl)aniline). The yield is 68.3%. As a reaction SMILES: [CH3:1][O:2][C:3]1[CH:4]=[C:5]2[C:10](=[CH:11][CH:12]=1)[CH2:9][C:8](=O)[CH2:7][CH2:6]2.Cl.[CH2:15]([O:22][C:23]1[CH:29]=[CH:28][C:26]([NH2:27])=[CH:25][CH:24]=1)[C:16]1[CH:21]=[CH:20][CH:19]=[CH:18][CH:17]=1.[BH3-]C#N.[Na+]>CO>[CH2:15]([O:22][C:23]1[CH:24]=[CH:25][C:26]([NH:27][CH:8]2[CH2:7][CH2:6][C:5]3[C:10](=[CH:11][CH:12]=[C:3]([O:2][CH3:1])[CH:4]=3)[CH2:9]2)=[CH:28][CH:29]=1)[C:16]1[CH:17]=[CH:18][CH:19]=[CH:20][CH:21]=1 |f:1.2,3.4|. Reported procedure: A solution of 977 mg (S.54 mmol, Aldrich) of 6-methoxy-2-tetralone, 1.30 g (5.54 mmol, Aldrich) of 4-benzyloxyaniline hydrochloride and 174 mg (2.77 mmol, Aldrich) of NaBH3CN in 30 ml of MeOH was stirred at 25° C. over 3A molecular sieves for 1.75 hour. The mixture was filtered, saturated NaHCO3 was added and this was extracted with EtOAc. The organic layer was dried (MgSO4) and concentrated in vacuo. Purification via flash chromatography (silica gel, 1:8 EtOAc/petroleum ether) afforded 1.36 g (... Starting materials: intermediate 1, COC([C@@H](N)CC1=CNC2=CC=CC=C12)=O (racemic tryptophan methyl ester), ClC=1C=C(C=O)C=CC1 (3-chlorobenzaldehyde). Yields the product ClC=1C=C(C=CC1)C1NC(CC2=C1NC1=CC=CC=C21)C(=O)OC (Methyl 1,2,3,4-tetrahydro-1-(3-chlorophenyl)-9H-pyrido[3,4-b]indole-3-carboxylate). Reaction SMILES: [CH3:1][O:2][C:3](=[O:16])[C@H:4]([CH2:6][C:7]1[C:15]2[C:10](=[CH:11][CH:12]=[CH:13][CH:14]=2)[NH:9][CH:8]=1)[NH2:5].[Cl:17][C:18]1[CH:19]=[C:20]([CH:23]=[CH:24][CH:25]=1)[CH:21]=O>>[Cl:17][C:18]1[CH:19]=[C:20]([CH:21]2[C:8]3[NH:9][C:10]4[C:15]([C:7]=3[CH2:6][CH:4]([C:3]([O:2][CH3:1])=[O:16])[NH:5]2)=[CH:14][CH:13]=[CH:12][CH:11]=4)[CH:23]=[CH:24][CH:25]=1. Reported procedure: The same method as employed in the preparation of intermediate 1 and 2 but starting from racemic tryptophan methyl ester and 3-chlorobenzaldehyde gave the title compound as white solid m.p.:150-160° C. Reactants: Cc1ccccc1, O=C=Nc1cccc(Cl)c1, NCc1ccccc1. Yields the product O=C(NCc1ccccc1)Nc1cccc(Cl)c1. Reaction SMILES: [CH3:19][c:20]1[cH:21][cH:22][cH:23][cH:24][cH:25]1.[Cl:1][c:2]1[cH:3][c:4]([N:8]=[C:9]=[O:10])[cH:5][cH:6][cH:7]1.[NH2:11][CH2:12][c:13]1[cH:14][cH:15][cH:16][cH:17][cH:18]1>>[Cl:1][c:2]1[cH:3][c:4]([NH:8][C:9](=[O:10])[NH:11][CH2:12][c:13]2[cH:14][cH:15][cH:16][cH:17][cH:18]2)[cH:5][cH:6][cH:7]1. Starting materials: CC(C)(C)[Si](C)(C)OCl, COC(=O)C1(C)CCc2c(C)c(O)c(C)c(C)c2O1, CCOC(C)=O, CN(C)C=O, c1c[nH]cn1. The product is COC(=O)C1(C)CCc2c(C)c(O[Si](C)(C)C(C)(C)C)c(C)c(C)c2O1. RXN SMILES: [C:20]([CH3:21])([CH3:22])([CH3:23])[Si:24]([O:25][Cl:26])([CH3:27])[CH3:28].[CH3:1][O:2][C:3](=[O:4])[C:5]1([CH3:19])[O:6][c:7]2[c:8]([CH3:18])[c:9]([CH3:17])[c:10]([OH:16])[c:11]([CH3:15])[c:12]2[CH2:13][CH2:14]1.[CH3:39][CH2:40][O:41][C:42](=[O:43])[CH3:44].[O:34]=[CH:35][N:36]([CH3:37])[CH3:38].[nH:29]1[cH:30][cH:31][n:32][cH:33]1>>[CH3:1][O:2][C:3](=[O:4])[C:5]1([CH3:19])[O:6][c:7]2[c:8]([CH3:18])[c:9]([CH3:17])[c:10]([O:16][Si:24]([C:20]([CH3:21])([CH3:22])[CH3:23])([CH3:27])[CH3:28])[c:11]([CH3:15])[c:12]2[CH2:13][CH2:14]1. Reactants: COC(CCCCCCCN(C(C1=C(C=C(C=C1)Cl)Cl)=O)C1=CC=C(C=C1)OC)=O (8-[2.4-dichloro-N-(4-methoxyphenyl)-benzamido]-caprylic acid methyl ester), [OH-].[Na+] (sodium hydroxide), CO (methanol). Run in O (water). Yields the product ClC1=C(C(=O)N(C2=CC=C(C=C2)OC)CCCCCCCC(=O)O)C=CC(=C1)Cl (8-[2.4-Dichloro-N-(4-methoxyphenyl)-benzamido]-caprylic acid). Reaction SMILES: C[O:2][C:3](=[O:30])[CH2:4][CH2:5][CH2:6][CH2:7][CH2:8][CH2:9][CH2:10][N:11]([C:22]1[CH:27]=[CH:26][C:25]([O:28][CH3:29])=[CH:24][CH:23]=1)[C:12](=[O:21])[C:13]1[CH:18]=[CH:17][C:16]([Cl:19])=[CH:15][C:14]=1[Cl:20].[OH-].[Na+].CO>O>[Cl:20][C:14]1[CH:15]=[C:16]([Cl:19])[CH:17]=[CH:18][C:13]=1[C:12]([N:11]([CH2:10][CH2:9][CH2:8][CH2:7][CH2:6][CH2:5][CH2:4][C:3]([OH:30])=[O:2])[C:22]1[CH:27]=[CH:26][C:25]([O:28][CH3:29])=[CH:24][CH:23]=1)=[O:21] |f:1.2|. Reported procedure: As described in example 1(b), the reaction is carried out with 35 g (77 mmol), of 8-[2.4-dichloro-N-(4-methoxyphenyl)-benzamido]-caprylic acid methyl ester, 4 g (0.1 mol) of sodium hydroxide, 150 cc. of methanol and 5 cc. of water. Reaction time: 24 hours, reaction temperature: 25° C. The crude product is further purified chromatographically on silicic acid gel using a mixture of n-hexane and ethyl acetate (2:1) as eluant. Reaction SMILES: [CH:1]1([c:4]2[cH:5][c:6]([CH3:13])[c:7]([C:8](=[O:9])[OH:10])[cH:11][cH:12]2)[CH2:2][CH2:3]1.[Cl:14][P:15]([Cl:16])([Cl:17])([Cl:18])[Cl:19]>>[CH:1]1([c:4]2[cH:5][c:6]([CH3:13])[c:7]([C:8](=[O:9])[Cl:14])[cH:11][cH:12]2)[CH2:2][CH2:3]1. The product is Cc1cc(C2CC2)ccc1C(=O)Cl. The reactants are Cc1cc(C2CC2)ccc1C(=O)O, ClP(Cl)(Cl)(Cl)Cl. The reactants are BrCCBr, CCO, COC(=O)C(Cc1ccc(O)cc1)NC(C)=CC(=O)c1cccnc1, [K+], [OH-]. Reaction SMILES: [Br:28][CH2:29][CH2:30][Br:31].[CH3:32][CH2:33][OH:34].[CH3:3][O:4][C:5]([CH:6]([CH2:7][c:8]1[cH:9][cH:10][c:11]([OH:14])[cH:12][cH:13]1)[NH:15][C:16](=[CH:17][C:18]([c:19]1[cH:20][n:21][cH:22][cH:23][cH:24]1)=[O:25])[CH3:26])=[O:27].[K+:2].[OH-:1]>>[CH3:3][O:4][C:5]([CH:6]([CH2:7][c:8]1[cH:9][cH:10][c:11]([O:14][CH2:30][CH2:29][Br:28])[cH:12][cH:13]1)[NH:15][C:16](=[CH:17][C:18]([c:19]1[cH:20][n:21][cH:22][cH:23][cH:24]1)=[O:25])[CH3:26])=[O:27]. Yields the product COC(=O)C(Cc1ccc(OCCBr)cc1)NC(C)=CC(=O)c1cccnc1. Reactants: NC=1SC(=C(N1)C1=CC=C(C=C1)S(=O)(=O)N)Cl (4-(2-amino-5-chlorothiazol-4-yl)benzenesulfonamide), N1=CC=CC=C1 (pyridine), C1(=CC=CC=C1)OC(=O)Cl (phenylcarbonochloridate), CN1CCCC1 (1-methylpyrrolidine), C1(=CC=CC=C1)C(CCNCCC1CCOCC1)C1=CC=CC=C1 (3,3-diphenyl-N-(2-(tetrahydro-2H-pyran-4-yl)ethyl)propan-1-amine). Solvent: CN(C)C=O (DMF). Run at time 2 hour. Product: ClC1=C(N=C(S1)NC(N(CCC1CCOCC1)CCC(C1=CC=CC=C1)C1=CC=CC=C1)=O)C1=CC=C(C=C1)S(=O)(=O)N (4-(5-chloro-2-(((3,3-diphenylpropyl)(2-(4-tetrahydropyranyl)ethyl)carbamoyl)amino)-1,3-thiazol-4-yl)benzenesulfonamide). RXN SMILES: [NH2:1][C:2]1[S:3][C:4]([Cl:17])=[C:5]([C:7]2[CH:12]=[CH:11][C:10]([S:13]([NH2:16])(=[O:15])=[O:14])=[CH:9][CH:8]=2)[N:6]=1.N1C=CC=CC=1.[C:24]1([O:30]C(Cl)=O)C=CC=CC=1.CN1CCCC1.[C:40]1([CH:46]([C:58]2[CH:63]=[CH:62][CH:61]=[CH:60][CH:59]=2)[CH2:47][CH2:48][NH:49][CH2:50][CH2:51][CH:52]2[CH2:57][CH2:56][O:55][CH2:54][CH2:53]2)[CH:45]=[CH:44][CH:43]=[CH:42][CH:41]=1>CN(C=O)C>[Cl:17][C:4]1[S:3][C:2]([NH:1][C:24](=[O:30])[N:49]([CH2:48][CH2:47][CH:46]([C:58]2[CH:63]=[CH:62][CH:61]=[CH:60][CH:59]=2)[C:40]2[CH:41]=[CH:42][CH:43]=[CH:44][CH:45]=2)[CH2:50][CH2:51][CH:52]2[CH2:57][CH2:56][O:55][CH2:54][CH2:53]2)=[N:6][C:5]=1[C:7]1[CH:8]=[CH:9][C:10]([S:13]([NH2:16])(=[O:15])=[O:14])=[CH:11][CH:12]=1. Reported procedure: A solution of 4-(2-amino-5-chlorothiazol-4-yl)benzenesulfonamide (0.100 g, 0.35 mmol) and pyridine (0.084 ml, 1 mmol) in 1 ml DMF was cooled to 0° C. and phenylcarbonochloridate (0.041, 0.33 mmol) was added dropwise. The mixture was warmed to room temperature and stirred for 2 hours. At this point 1-methylpyrrolidine (0.11, 1 mmol) and 3,3-diphenyl-N-(2-(tetrahydro-2H-pyran-4-yl)ethyl)propan-1-amine (0.11 g, 0.33 mmol) were added to the reaction mixture consecutively. The reaction mixture was he...